From a dataset of the Open Reaction Database (ORD), a public repository of structured organic reaction records. describe an organic reaction: reactants, conditions, products, and yield Starting materials: C([O-])(O)=O.[Na+] (sodium bicarbonate), S(O)(O)(=O)=O (sulfuric acid), ClC1=C(C=O)C=CC=C1 (2-chlorobenzaldehyde), CC1(C(NOC1)=O)C (4,4-dimethyl-3-isoxazolidinone). Run in C1(=CC=CC=C1)C (toluene). Conditions: time 8 hour. Yields the product ClC1=C(C=NOCC(C(=O)O)(C)C)C=CC=C1 (2-(2-chlorobenzylideneaminooxymethyl)-2-methylpropanoic acid). Reaction SMILES: S(=O)(=O)(O)O.[Cl:6][C:7]1[CH:14]=[CH:13][CH:12]=[CH:11][C:8]=1[CH:9]=O.[CH3:15][C:16]1([CH3:22])[CH2:20][O:19][NH:18][C:17]1=[O:21].C(=O)(O)[O-:24].[Na+]>C1(C)C=CC=CC=1>[Cl:6][C:7]1[CH:14]=[CH:13][CH:12]=[CH:11][C:8]=1[CH:9]=[N:18][O:19][CH2:20][C:16]([CH3:22])([CH3:15])[C:17]([OH:24])=[O:21] |f:3.4|. Reported procedure: Concentrated sulfuric acid (4 mL) was added to a stirred mixture of 2-chlorobenzaldehyde (24.5 grams; 0.174 mole) and 4,4-dimethyl-3-isoxazolidinone (20.1 grams; 0.174 mole) in toluene (150 mL) cooled in an ice bath and under a nitrogen atmosphere. Upon completion of addition, the reaction mixture was stirred at ambient temperature overnight under a nitrogen atmosphere. The reaction mixture was then neutralized by the careful addition of solid sodium bicarbonate and then extracted with aqueous s...